This data is from the Open Reaction Database (ORD), a public repository of structured organic reaction records. The task is: describe an organic reaction: reactants, conditions, products, and yield Reaction SMILES: [C:1]([O:5][C:6]([C@@H:8]([C@@H:12]([C:16]1[CH:21]=[CH:20][C:19]([C:22]([F:25])([F:24])[F:23])=[CH:18][CH:17]=1)/[CH:13]=[CH:14]/[CH3:15])[C:9]([OH:11])=[O:10])=[O:7])([CH3:4])([CH3:3])[CH3:2].CO.[Si](C=[N+]=[N-])(C)(C)[CH3:29]>C1C=CC=CC=1.CCCCCC>[C:1]([O:5][C:6]([C@@H:8]([C@@H:12]([C:16]1[CH:17]=[CH:18][C:19]([C:22]([F:23])([F:24])[F:25])=[CH:20][CH:21]=1)/[CH:13]=[CH:14]/[CH3:15])[C:9]([O:11][CH3:29])=[O:10])=[O:7])([CH3:2])([CH3:3])[CH3:4]. Product: C(C)(C)(C)OC(=O)[C@H](C(=O)OC)[C@H](\C=C\C)C1=CC=C(C=C1)C(F)(F)F ((2S,3S,E)-methyl 2-(tert-butoxycarbonyl)-3-(4-(trifluoromethyl)phenyl)hex-4-enoate). Reported procedure: (2S,3S,E)-2-(tert-Butoxycarbonyl)-3-(4-(trifluoromethyl)phenyl)hex-4-enoic acid (5.3 g, 14 mmol) was taken up in 70 mL of 3.5:1 benzene:MeOH. TMS diazomethane, (2M in hexane)(7.8 mL, 16 mmol) was added slowly to the mixture. Bubbling ensued. Approximately 2 mL excess of the TMS diazomethane reagent was added, presumably due to loss of titer of the reagent. The bubbling was monitored, and the addition was stopped when the bubbling ceased. The solvent was removed under reduced pressure. The mixtur... Run in hexanes, C1=CC=CC=C1 (benzene), CCCCCC (hexane). The reactants are C(C)(C)(C)OC(=O)[C@H](C(=O)O)[C@H](\C=C\C)C1=CC=C(C=C1)C(F)(F)F ((2S,3S,E)-2-(tert-Butoxycarbonyl)-3-(4-(trifluoromethyl)phenyl)hex-4-enoic acid), CO (MeOH), [Si](C)(C)(C)C=[N+]=[N-] (TMS diazomethane). Isolated yield 98.0%. Starting materials: N[C@@H]1[C@@H](CCCC1)NC1=NC=C(C(=N1)NC1=CC=C(C=C1)C1=CC=NO1)C(=O)N (2-((1R,2S)-2-aminocyclohexylamino)-4-(4-(isoxazol-5-yl)phenylamino)pyrimidine-5-carboxamide), O1CCN(CC1)C=1C=C(N)C=CC1 (3-morpholinoaniline). Yields the product N[C@@H]1[C@@H](CCCC1)NC1=NC=C(C(=N1)NC1=CC(=CC=C1)N1CCOCC1)C(=O)N (2-((1R,2S)-2-aminocyclohexylamino)-4-(3-morpholinophenylamino) pyrimidine-5-carboxamide). As a reaction SMILES: [NH2:1][C@H:2]1[CH2:7][CH2:6][CH2:5][CH2:4][C@H:3]1[NH:8][C:9]1[N:14]=[C:13]([NH:15][C:16]2[CH:21]=[CH:20][C:19](C3ON=CC=3)=[CH:18][CH:17]=2)[C:12]([C:27]([NH2:29])=[O:28])=[CH:11][N:10]=1.[O:30]1[CH2:35][CH2:34][N:33](C2C=C(C=CC=2)N)[CH2:32][CH2:31]1>>[NH2:1][C@H:2]1[CH2:7][CH2:6][CH2:5][CH2:4][C@H:3]1[NH:8][C:9]1[N:14]=[C:13]([NH:15][C:16]2[CH:17]=[CH:18][CH:19]=[C:20]([N:33]3[CH2:34][CH2:35][O:30][CH2:31][CH2:32]3)[CH:21]=2)[C:12]([C:27]([NH2:29])=[O:28])=[CH:11][N:10]=1. Procedure: This compound was synthesised using the synthetic scheme described for the synthesis of compound 122, and using 3-morpholinoaniline in step 1. MS: 412.5 (M+H). Starting materials: ClC1=CC=C(C(=C1CN([C@@H](CC(C)(C)C)CN(C)C)CC=1C=C(CN2S(CCC2C(=O)O)(=O)=O)C=CC1)F)OC (2-(3-{[(6-chloro-2-fluoro-3-methoxy-benzyl)-((S)-1dimethylaminomethyl-3,3-dimethyl-butyl)-amino]-methyl}-benzyl)-1,1-dioxo-1λ6-isothiazolidine-3-carboxylic acid), ClC1=CC=C(C(=C1CN([C@@H](CC(C)(C)C)CN(C)C)CC=1C=C(CN2S(CCC2C(=O)O)(=O)=O)C=CC1)F)OC (2-(3-{[(6-chloro-2-fluoro-3-methoxy-benzyl)-((S)-1dimethylaminomethyl-3,3-dimethyl-butyl)-amino]-methyl}-benzyl)-1,1-dioxo-1λ6-isothiazolidine-3-carboxylic acid), C1(=CC=CC=C1)C1CCNCC1 (4-phenylpiperidine). Yields the product ClC1=CC=C(C(=C1CN([C@@H](CC(C)(C)C)CN(C)C)CC=1C=C(CN2S(CCC2C(=O)N2CCC(CC2)C2=CC=CC=C2)(=O)=O)C=CC1)F)OC ([2-(3-{[(6-chloro-2-fluoro-3-methoxy-benzyl)-((S)-1-dimethylaminomethyl-3,3-dimethyl-butyl)-amino]-methyl}-benzyl)-1,1-dioxo-1λ6-isothiazolidin-3-yl]-(4-phenyl-piperidin-1-yl)-methanone). Yield: 22.5%. RXN SMILES: [Cl:1][C:2]1[C:7]([CH2:8][N:9]([CH2:20][C:21]2[CH:22]=[C:23]([CH:35]=[CH:36][CH:37]=2)[CH2:24][N:25]2[CH:29]([C:30]([OH:32])=O)[CH2:28][CH2:27][S:26]2(=[O:34])=[O:33])[C@H:10]([CH2:16][N:17]([CH3:19])[CH3:18])[CH2:11][C:12]([CH3:15])([CH3:14])[CH3:13])=[C:6]([F:38])[C:5]([O:39][CH3:40])=[CH:4][CH:3]=1.[C:41]1([CH:47]2[CH2:52][CH2:51][NH:50][CH2:49][CH2:48]2)[CH:46]=[CH:45][CH:44]=[CH:43][CH:42]=1>>[Cl:1][C:2]1[C:7]([CH2:8][N:9]([CH2:20][C:21]2[CH:22]=[C:23]([CH:35]=[CH:36][CH:37]=2)[CH2:24][N:25]2[CH:29]([C:30]([N:50]3[CH2:51][CH2:52][CH:47]([C:41]4[CH:46]=[CH:45][CH:44]=[CH:43][CH:42]=4)[CH2:48][CH2:49]3)=[O:32])[CH2:28][CH2:27][S:26]2(=[O:33])=[O:34])[C@H:10]([CH2:16][N:17]([CH3:18])[CH3:19])[CH2:11][C:12]([CH3:14])([CH3:15])[CH3:13])=[C:6]([F:38])[C:5]([O:39][CH3:40])=[CH:4][CH:3]=1. Procedure details: 2-(3-{[(6-Chloro-2-fluoro-3-methoxy-benzyl)-((S)-1 dimethylaminomethyl-3,3-dimethyl-butyl)-amino]-methyl}-benzyl)-1,1-dioxo-1λ6-isothiazolidine-3-carboxylic acid (Intermediate 7, 0.065 g, 0.108 mmol) was reacted with 4-phenylpiperidine (available from Aldrich Chemical Company, Inc., 1001 West Saint Paul Avenue, Milwaukee, Wis. 53233, USA; 0.023 g, 0.140 mmol) to form [2-(3-{[(6-chloro-2-fluoro-3-methoxy-benzyl)-((S)-1-dimethylaminomethyl-3,3-dimethyl-butyl)-amino]-methyl}-benzyl)-1,1-dioxo-1λ6-i...